This data is from the Open Reaction Database (ORD), a public repository of structured organic reaction records. The task is: describe an organic reaction: reactants, conditions, products, and yield Reactants: C(C)OC(C(C)(C)OC1=CC=C(C=C1)OCCC=1N=C(OC1C)C1=CC=C(C=C1)OC)=O (2-(4-{2-[2-(4-methoxy-phenyl)-5-methyl-oxazol-4-yl]-ethoxy}-phenoxy)-2-methyl-propionic acid ethyl ester), [OH-].[Na+] (NaOH). Run in C(C)O (ethanol). Yields the product COC1=CC=C(C=C1)C=1OC(=C(N1)CCOC1=CC=C(OC(C(=O)O)(C)C)C=C1)C (2-(4-{2-[2-(4-methoxy-phenyl)-5-methyl-oxazol-4-yl]-ethoxy}-phenoxy)-2-methyl-propionic acid). Isolated yield 100.9%. RXN SMILES: C([O:3][C:4](=[O:32])[C:5]([O:8][C:9]1[CH:14]=[CH:13][C:12]([O:15][CH2:16][CH2:17][C:18]2[N:19]=[C:20]([C:24]3[CH:29]=[CH:28][C:27]([O:30][CH3:31])=[CH:26][CH:25]=3)[O:21][C:22]=2[CH3:23])=[CH:11][CH:10]=1)([CH3:7])[CH3:6])C.[OH-].[Na+]>C(O)C>[CH3:31][O:30][C:27]1[CH:26]=[CH:25][C:24]([C:20]2[O:21][C:22]([CH3:23])=[C:18]([CH2:17][CH2:16][O:15][C:12]3[CH:11]=[CH:10][C:9]([O:8][C:5]([CH3:6])([CH3:7])[C:4]([OH:32])=[O:3])=[CH:14][CH:13]=3)[N:19]=2)=[CH:29][CH:28]=1 |f:1.2|. Procedure: A solution of 2-(4-{2-[2-(4-methoxy-phenyl)-5-methyl-oxazol-4-yl]-ethoxy}-phenoxy)-2-methyl-propionic acid ethyl ester (0.036 g, 0.0819 mmol) in ethanol (5 mL) was treated with 5 N NaOH (0.1 mL) and the reaction heated to reflux for 1 h. The reaction mixture was cooled and the solvent removed in vacuo. The resultant oil was acidified with 1 N HCl and extracted with EtOAc and water. The organic layer was dried (MgSO4) and the solvent removed in vacuo to afford 0.034 g (100%) of 2-(4-{2-[2-(4-meth... Starting materials: CN(C1=CC=CC=C1)C=O (N-methylformanilide), P(=O)(Cl)(Cl)Cl (phosphorus oxychloride), NC=1SC=CN1 (2-aminothiazole). The reagents and catalysts are NC=1SC=CN1 (2-aminothiazole). The solvent is C1(=CC=CC=C1)C (toluene), C1(=CC=CC=C1)C (toluene). Run at time 10 minute. Yields the product S1C(=NC=C1)N=CN(C1=CC=CC=C1)C (N'-(2-THIAZOLYL)-N-METHYL-N-PHENYLFORMAMIDINE). The yield is 94.2%. As a reaction SMILES: [CH3:1][N:2]([CH:9]=O)[C:3]1[CH:8]=[CH:7][CH:6]=[CH:5][CH:4]=1.P(Cl)(Cl)(Cl)=O.[NH2:16][C:17]1[S:18][CH:19]=[CH:20][N:21]=1>C1(C)C=CC=CC=1.NC1SC=CN=1>[S:18]1[CH:19]=[CH:20][N:21]=[C:17]1[N:16]=[CH:9][N:2]([CH3:1])[C:3]1[CH:8]=[CH:7][CH:6]=[CH:5][CH:4]=1. Procedure: To a stirred suspension of N-methylformanilide (67.6 g; 0.50 mole), toluene (25 g) and 2-aminothiazole (2.0 g; 0.02 mole) was added phosphorus oxychloride (45.8 mL; 0.50 mole) over 15 minutes. The temperature was maintained below 45° C. during this addition. Stirring was continued for 10 minutes, after which time a hot solution of 2-aminothiazole (48.0 g; 0.48 mole) in toluene (250 g) was added at 60°-65° C. over 45 minutes. The reaction was allowed to cool to room temperature with stirring and ...